Dataset: the Open Reaction Database (ORD), a public repository of structured organic reaction records. Task: describe an organic reaction: reactants, conditions, products, and yield The reactants are CCOC(=O)CC(NC(=O)CCC1CCc2cc3c(nc2C1)NCCC3)c1ccc2c(c1)OCC2, [Na+], [OH-]. Product: O=C(O)CC(NC(=O)CCC1CCc2cc3c(nc2C1)NCCC3)c1ccc2c(c1)OCC2. RXN SMILES: [CH2:1]([CH3:2])[O:3][C:4]([CH2:5][CH:6]([NH:7][C:8]([CH2:9][CH2:10][CH:11]1[CH2:12][CH2:13][c:14]2[c:15]([n:16][c:17]3[c:22]([cH:23]2)[CH2:21][CH2:20][CH2:19][NH:18]3)[CH2:24]1)=[O:25])[c:26]1[cH:27][c:28]2[c:29]([cH:33][cH:34]1)[CH2:30][CH2:31][O:32]2)=[O:35].[Na+:37].[OH-:36]>>[O:3]=[C:4]([CH2:5][CH:6]([NH:7][C:8]([CH2:9][CH2:10][CH:11]1[CH2:12][CH2:13][c:14]2[c:15]([n:16][c:17]3[c:22]([cH:23]2)[CH2:21][CH2:20][CH2:19][NH:18]3)[CH2:24]1)=[O:25])[c:26]1[cH:27][c:28]2[c:29]([cH:33][cH:34]1)[CH2:30][CH2:31][O:32]2)[OH:35].